From a dataset of the Open Reaction Database (ORD), a public repository of structured organic reaction records. describe an organic reaction: reactants, conditions, products, and yield Starting materials: BrC1=CC=C(C=C1)O (4-bromophenol), C1(CCC1)Br (cyclobutylbromide), C(=O)([O-])[O-].[K+].[K+] (K2CO3). The solvent is CN(C)C=O (DMF), O (water). Conditions: temperature 120 celsius, time 12 hour. Product: BrC1=CC=C(C=C1)OC1CCC1 (1-Bromo-4-cyclobutoxybenzene). As a reaction SMILES: [Br:1][C:2]1[CH:7]=[CH:6][C:5]([OH:8])=[CH:4][CH:3]=1.[CH:9]1(Br)[CH2:12][CH2:11][CH2:10]1.C([O-])([O-])=O.[K+].[K+]>CN(C=O)C.O>[Br:1][C:2]1[CH:7]=[CH:6][C:5]([O:8][CH:9]2[CH2:12][CH2:11][CH2:10]2)=[CH:4][CH:3]=1 |f:2.3.4|. Reported procedure: 2.50 g (14.5 mmol) 4-bromophenol, 2.05 mL (21.7 mmol) cyclobutylbromide and 7.99 g (57.8 mmol) K2CO3 are dissolved in 25 mL DMF and stirred at 120° C. for 12 h. Afterwards the reaction mixture is diluted with water and extracted with EtOAc. The organic layer is dried over MgSO4 and the solvent is removed in vacuo. The crude product is used without further purification. Starting materials: Cl.C(CCCCCCCCCCC)N(C)CCOC1=CC(=C(C=C1)CCC(=O)O)OC (3-[4-[2-(N-Dodecyl-N-methylamino)ethoxy]-2-methoxyphenyl]propanoic acid, hydrochloride), C(CCCCCCCCCCC)N(C)CCOC1=CC=C(C=C1)CCC(C(F)(F)F)=O (4-[4-[2-(N-dodecyl-N-methylamino)- ethoxy]phenyl]-1,1,1-trifluoro-2-butanone). Yields the product C(CCCCCCCCCCC)N(C)CCOC1=CC(=C(C=C1)CCC(C(F)(F)F)=O)OC (4-[4-[2-(N-Dodecyl-N-methylamino)ethoxy]-2-methoxyphenyl]-1,1,1-trifluoro-2-butanone). Yield: 58.0%. Reaction SMILES: Cl.[CH2:2]([N:14]([CH2:16][CH2:17][O:18][C:19]1[CH:24]=[CH:23][C:22]([CH2:25][CH2:26][C:27]([OH:29])=O)=[C:21]([O:30][CH3:31])[CH:20]=1)[CH3:15])[CH2:3][CH2:4][CH2:5][CH2:6][CH2:7][CH2:8][CH2:9][CH2:10][CH2:11][CH2:12][CH3:13].C(N(CCOC1C=CC(CCC(=O)[C:58]([F:61])([F:60])[F:59])=CC=1)C)CCCCCCCCCCC>>[CH2:2]([N:14]([CH2:16][CH2:17][O:18][C:19]1[CH:24]=[CH:23][C:22]([CH2:25][CH2:26][C:27](=[O:29])[C:58]([F:61])([F:60])[F:59])=[C:21]([O:30][CH3:31])[CH:20]=1)[CH3:15])[CH2:3][CH2:4][CH2:5][CH2:6][CH2:7][CH2:8][CH2:9][CH2:10][CH2:11][CH2:12][CH3:13] |f:0.1|. Procedure details: 3-[4-[2-(N-Dodecyl-N-methylamino)ethoxy]-2-methoxyphenyl]propanoic acid, hydrochloride (274 mg, 0.598 mmol) was reacted by the general procedure as described in the preparation of 4-[4-[2-(N-dodecyl-N-methylamino)- ethoxy]phenyl]-1,1,1-trifluoro-2-butanone and afforded the title compound (165 mg, 58%) as a pale yellow oil (b.p. 138-140° C./0.015 mmHg). The reactants are CCOc1ncc(Br)cc1C, CC(c1ccc(B2OC(C)(C)C(C)(C)O2)cc1)N1CCC(CC(C)(C)O)(c2ccccc2)OC1=O. Yields the product CCOc1ncc(-c2ccc(C(C)N3CCC(CC(C)(C)O)(c4ccccc4)OC3=O)cc2)cc1C. As a reaction SMILES: [Br:36][c:37]1[cH:38][c:39]([CH3:46])[c:40]([O:43][CH2:44][CH3:45])[n:41][cH:42]1.[OH:1][C:2]([CH2:3][C:4]1([c:28]2[cH:29][cH:30][cH:31][cH:32][cH:33]2)[CH2:5][CH2:6][N:7]([CH:11]([CH3:12])[c:13]2[cH:14][cH:15][c:16]([B:19]3[O:20][C:21]([CH3:22])([CH3:23])[C:24]([CH3:25])([CH3:26])[O:27]3)[cH:17][cH:18]2)[C:8](=[O:10])[O:9]1)([CH3:34])[CH3:35]>>[OH:1][C:2]([CH2:3][C:4]1([c:28]2[cH:29][cH:30][cH:31][cH:32][cH:33]2)[CH2:5][CH2:6][N:7]([CH:11]([CH3:12])[c:13]2[cH:14][cH:15][c:16](-[c:37]3[cH:38][c:39]([CH3:46])[c:40]([O:43][CH2:44][CH3:45])[n:41][cH:42]3)[cH:17][cH:18]2)[C:8](=[O:10])[O:9]1)([CH3:34])[CH3:35]. Reactants: ClCC(=O)N1C2=C(NC(C3=C1C=CC=C3)=O)C=CC=N2 (11-chloroacetyl-5,11-dihydro-6H-pyrido[2,3-b][1,4]-benzodiazepin-6-one), C(C=CC)N1CCNCC1 (1-(n-but-2-enyl)-piperazine), O (water). The solvent is O1CCOCC1 (dioxane). Product: O.O.Cl.Cl.C(C=CC)N1CCN(CC1)CC(=O)N1C2=C(NC(C3=C1C=CC=C3)=O)C=CC=N2 (11-{[4-(n-But-2-enyl)-1-piperazinyl]acetyl}-5,11-dihydro-6H-pyrido[2,3-b][1,4]benzodiazepin-6-one dihydrochloride dihydrate). As a reaction SMILES: [Cl:1][CH2:2][C:3]([N:5]1[C:11]2[CH:12]=[CH:13][CH:14]=[CH:15][C:10]=2[C:9](=[O:16])[NH:8][C:7]2[CH:17]=[CH:18][CH:19]=[N:20][C:6]1=2)=[O:4].[CH2:21]([N:25]1[CH2:30][CH2:29][NH:28][CH2:27][CH2:26]1)[CH:22]=[CH:23][CH3:24].[OH2:31]>O1CCOCC1>[OH2:4].[OH2:31].[ClH:1].[ClH:1].[CH2:21]([N:25]1[CH2:30][CH2:29][N:28]([CH2:2][C:3]([N:5]2[C:11]3[CH:12]=[CH:13][CH:14]=[CH:15][C:10]=3[C:9](=[O:16])[NH:8][C:7]3[CH:17]=[CH:18][CH:19]=[N:20][C:6]2=3)=[O:4])[CH2:27][CH2:26]1)[CH:22]=[CH:23][CH3:24] |f:4.5.6.7.8|. Procedure: 8.62 gm of 11-chloroacetyl-5,11-dihydro-6H-pyrido[2,3-b][1,4]-benzodiazepin-6-one and 8.7 gm of 1-(n-but-2-enyl)-piperazine (R1 =--CH2 --CH=CH--CH3) were refluxed in 100 ml of dioxane for 3 hours, and the reaction mixture was then evaporated in vacuo. The residue was purified on a silica gel column, and the obtained oily base was dissolved in 70 ml of hot isopropanol. The solution was acidified with hydrochloric acid, whereby the dihydrochloride crystallized out which was recrystallized from 94%... The reactants are C([O-])(O)=O.[Na+] (sodium bicarbonate), N1=CC(=CC=C1)S(=O)(=O)C1=CC=C(C=C1)[N+](=O)[O-] (4-nitrophenyl 3-pyridyl sulfone), stannous chloride, ice water. Solvent: C(C)O (ethanol). Product: N1=CC(=CC=C1)S(=O)(=O)C1=CC=C(C=C1)N (4-(3-Pyridylsulfonyl)benzenamine). Yield: 77.0%. Reaction SMILES: [N:1]1[CH:6]=[CH:5][CH:4]=[C:3]([S:7]([C:10]2[CH:15]=[CH:14][C:13]([N+:16]([O-])=O)=[CH:12][CH:11]=2)(=[O:9])=[O:8])[CH:2]=1.C(=O)(O)[O-].[Na+]>C(O)C>[N:1]1[CH:6]=[CH:5][CH:4]=[C:3]([S:7]([C:10]2[CH:15]=[CH:14][C:13]([NH2:16])=[CH:12][CH:11]=2)(=[O:9])=[O:8])[CH:2]=1 |f:1.2|. Procedure: A stirred solution of 4-nitrophenyl 3-pyridyl sulfone (1.60 g, 6.1 mmol) and stannous chloride dehydrate (6.83 g, 30.2 mmol) in absolute ethanol (20 mL) was heated at reflux for 45 min. The reaction mixture was poured into ice water, and the aqueous solution basified with sodium bicarbonate (pH=8-9) and extracted with ethyl acetate (2×200 mL). The organics were combined, dried (MgSO4), filtered, and the solvent distilled to yield the title benzenamine (1.10 g, 79%) as a pale yellow solid; mp 182... The reactants are FC1=CC=C2CCN(C2=C1)C1CCN(CC1)C(=O)NC=1SC=2CN(CCC2N1)C(=O)OC(C)(C)C (tert-butyl 2-(4-(6-fluoroindolin-1-yl)piperidine-1-carboxamido)-6,7-dihydrothiazolo[5,4-c]pyridine-5(4H)-carboxylate), C(=O)(C(F)(F)F)O (TFA), CCOCC (Et2O). The solvent is C(Cl)Cl (CH2Cl2). Run at time 45 minute. The product is FC1=CC=C2CCN(C2=C1)C1CCN(CC1)C(=O)NC=1SC=2CNCCC2N1 (4-(6-fluoroindolin-1-yl)-N-(4,5,6,7-tetrahydrothiazolo[5,4-c]pyridin-2-yl)piperidine-1-carboxamide), C(=O)(C(F)(F)F)O (TFA). RXN SMILES: [F:1][C:2]1[CH:10]=[C:9]2[C:5]([CH2:6][CH2:7][N:8]2[CH:11]2[CH2:16][CH2:15][N:14]([C:17]([NH:19][C:20]3[S:21][C:22]4[CH2:23][N:24](C(OC(C)(C)C)=O)[CH2:25][CH2:26][C:27]=4[N:28]=3)=[O:18])[CH2:13][CH2:12]2)=[CH:4][CH:3]=1.[C:36]([OH:42])([C:38]([F:41])([F:40])[F:39])=[O:37].CCOCC>C(Cl)Cl>[F:1][C:2]1[CH:10]=[C:9]2[C:5]([CH2:6][CH2:7][N:8]2[CH:11]2[CH2:12][CH2:13][N:14]([C:17]([NH:19][C:20]3[S:21][C:22]4[CH2:23][NH:24][CH2:25][CH2:26][C:27]=4[N:28]=3)=[O:18])[CH2:15][CH2:16]2)=[CH:4][CH:3]=1.[C:36]([OH:42])([C:38]([F:41])([F:40])[F:39])=[O:37]. Reported procedure: To a solution of tert-butyl 2-(4-(6-fluoroindolin-1-yl)piperidine-1-carboxamido)-6,7-dihydrothiazolo[5,4-c]pyridine-5(4H)-carboxylate (501 mg, 1.0 mmol) in CH2Cl2 (2 mL) was added TFA (1 mL) dropwise at room temperature. The resulting mixture was stirred at room temperature for 45 min and then Et2O (40 mL) was added. The resulting mixture was stirred vigorously for 20 min and the solid was filtered. The solid was washed with Et2O (2 mL×3) and dried to yield 4-(6-fluoroindolin-1-yl)-N-(4,5,6,7-te... Reactants: C(C)(=O)Cl (acetyl chloride), CC1=CSC2=C1C=CC=C2Br (3-methyl-7-bromobenzothiophene), [Cl-].[Al+3].[Cl-].[Cl-] (aluminium chloride). Solvent: ClCCl (dichloromethane). Reaction conditions: temperature 0 celsius, time 5 minute. The product is C(C)(=O)C=1SC2=C(C1C)C=CC=C2Br (2-acetyl-3-methyl-7-bromobenzothiophene). Yield: 86.3%. As a reaction SMILES: [CH3:1][C:2]1[C:6]2[CH:7]=[CH:8][CH:9]=[C:10]([Br:11])[C:5]=2[S:4][CH:3]=1.[C:12](Cl)(=[O:14])[CH3:13].[Cl-].[Al+3].[Cl-].[Cl-]>ClCCl>[C:12]([C:3]1[S:4][C:5]2[C:10]([Br:11])=[CH:9][CH:8]=[CH:7][C:6]=2[C:2]=1[CH3:1])(=[O:14])[CH3:13] |f:2.3.4.5|. Procedure: 7.6 g (39.46 mmol) of 3-methyl-7-bromobenzothiophene (dried beforehand under vacuum over phosphorus pentoxide) and 70 ml of dichloromethane are placed in a 250 ml three-necked flask equipped with a thermometer. The mixture is cooled to 0° C. by an ice bath, 2.89 g (36.8 mmol) of acetyl chloride are added and then the reaction mixture is stirred for 5 minutes at 0 °C. 5 g of aluminium chloride are then added in small portions, the temperature being controlled so that it does not exceed 70° C., an...